Dataset: the Open Reaction Database (ORD), a public repository of structured organic reaction records. Task: describe an organic reaction: reactants, conditions, products, and yield Starting materials: ClC=1NC2=C(N1)C=CC(=C2)C2=CC=CC=C2 (2-Chloro-5-phenylbenzimidazole), C(C)(C)(C)OC(=O)N1C[C@@H]2CNC[C@@H]2C1 (3-tert-butoxycarbonyl-cis-3,7-diazabicyclo[3.3.0]octane). Run in CN1C(CCC1)=O (N-methylpyrrolidone). Run at temperature 150 celsius, time 4 hour. Yields the product C(C)(C)(C)OC(=O)N1C[C@@H]2CN(C[C@@H]2C1)C=1NC2=C(N1)C=CC(=C2)C2=CC=CC=C2 (2-(3-tert-butoxycarbonyl-cis-3,7-diazabicyclo[3.3.0]oct-7-yl)-5-phenylbenzimidazole). Isolated yield 48.2%. RXN SMILES: Cl[C:2]1[NH:3][C:4]2[CH:10]=[C:9]([C:11]3[CH:16]=[CH:15][CH:14]=[CH:13][CH:12]=3)[CH:8]=[CH:7][C:5]=2[N:6]=1.[C:17]([O:21][C:22]([N:24]1[CH2:31][C@@H:30]2[C@@H:26]([CH2:27][NH:28][CH2:29]2)[CH2:25]1)=[O:23])([CH3:20])([CH3:19])[CH3:18]>CN1CCCC1=O>[C:17]([O:21][C:22]([N:24]1[CH2:25][C@@H:26]2[C@@H:30]([CH2:29][N:28]([C:2]3[NH:3][C:4]4[CH:10]=[C:9]([C:11]5[CH:16]=[CH:15][CH:14]=[CH:13][CH:12]=5)[CH:8]=[CH:7][C:5]=4[N:6]=3)[CH2:27]2)[CH2:31]1)=[O:23])([CH3:20])([CH3:18])[CH3:19]. Procedure details: 2-Chloro-5-phenylbenzimidazole (34 mg) was added to the N-methylpyrrolidone solution (0.2 mL) containing 3-tert-butoxycarbonyl-cis-3,7-diazabicyclo[3.3.0]octane (62 mg), followed by stirring at 150° C. for 4 hrs. The reaction mixture was cooled to room temperature and concentrated under reduced pressure. The residue was separated and purified on a silica-gel column chromatograph (C-300, chloroform:THF=4:1) to give the title compound (29 mg).